This data is from the Open Reaction Database (ORD), a public repository of structured organic reaction records. The task is: describe an organic reaction: reactants, conditions, products, and yield The reactants are C(C)(C)(C)OCC(C)O (1-tert-butoxypropan-2-ol), [H-].[Na+] (NaH), C(=O)(O)[O-].[Na+] (NaHCO3), ClC1=CC=NC2=CC(=CC=C12)OC (4-chloro-7-methoxyquinoline). Run in CN(C)C=O (DMF), C(Cl)Cl (CH2Cl2). Reaction conditions: temperature 37 celsius, time 10 minute. Product: C(C)(C)(C)OCC(C)OC1=CC=NC2=CC(=CC=C12)OC (4-(1-tert-Butoxypropan-2-yloxy)-7-methoxyquinoline). RXN SMILES: [C:1]([O:5][CH2:6][CH:7]([OH:9])[CH3:8])([CH3:4])([CH3:3])[CH3:2].[H-].[Na+].Cl[C:13]1[C:22]2[C:17](=[CH:18][C:19]([O:23][CH3:24])=[CH:20][CH:21]=2)[N:16]=[CH:15][CH:14]=1.C([O-])(O)=O.[Na+]>CN(C=O)C.C(Cl)Cl>[C:1]([O:5][CH2:6][CH:7]([O:9][C:13]1[C:22]2[C:17](=[CH:18][C:19]([O:23][CH3:24])=[CH:20][CH:21]=2)[N:16]=[CH:15][CH:14]=1)[CH3:8])([CH3:4])([CH3:3])[CH3:2] |f:1.2,4.5|. Procedure: To a stirring solution of 1-tert-butoxypropan-2-ol (293 μl, 1937 μmol) in DMF (2.5 mL) under nitrogen was added NaH (93 mg, 3873 μmol) at 23° C. After 10 min, 4-chloro-7-methoxyquinoline (250 mg, 1291 μmol) was added. The mixture was heated to 37° C. for 18 h. The reaction was partioned between 5% NaHCO3 (10 mL) and CH2Cl2 (15%). The aqueous was extracted with CH2Cl2 (10 mL). The combined organics were dried with brine and MgSO4, concentrated under reduced pressure from toluene, and purified on ... The reactants are CC(C)(C)OC(=O)N1CCN(c2ccccc2NC(=O)c2ccnc(Cl)c2)CC1, CCOC(C)=O, [H-], CI, [Na+], C1CCOC1. Yields the product CN(C(=O)c1ccnc(Cl)c1)c1ccccc1N1CCN(C(=O)OC(C)(C)C)CC1. As a reaction SMILES: [C:1]([CH3:2])([CH3:3])([CH3:4])[O:5][C:6](=[O:7])[N:8]1[CH2:9][CH2:10][N:11]([c:14]2[c:15]([NH:20][C:21](=[O:22])[c:23]3[cH:24][c:25]([Cl:29])[n:26][cH:27][cH:28]3)[cH:16][cH:17][cH:18][cH:19]2)[CH2:12][CH2:13]1.[CH3:39][CH2:40][O:41][C:42](=[O:43])[CH3:44].[H-:30].[I:32][CH3:33].[Na+:31].[O:34]1[CH2:35][CH2:36][CH2:37][CH2:38]1>>[C:1]([CH3:2])([CH3:3])([CH3:4])[O:5][C:6](=[O:7])[N:8]1[CH2:9][CH2:10][N:11]([c:14]2[c:15]([N:20]([C:21](=[O:22])[c:23]3[cH:24][c:25]([Cl:29])[n:26][cH:27][cH:28]3)[CH3:33])[cH:16][cH:17][cH:18][cH:19]2)[CH2:12][CH2:13]1. Reactants: FCC1CCCN1, O=C(c1ccc(-c2ccc(C(F)(F)F)cc2)cc1)N1CCCC1CO. Product: O=C(c1ccc(-c2ccc(C(F)(F)F)cc2)cc1)N1CCCC1CN1CCCC1CF. RXN SMILES: [F:26][CH2:27][CH:28]1[NH:29][CH2:30][CH2:31][CH2:32]1.[OH:1][CH2:2][CH:3]1[N:4]([C:8](=[O:9])[c:10]2[cH:11][cH:12][c:13](-[c:16]3[cH:17][cH:18][c:19]([C:22]([F:23])([F:24])[F:25])[cH:20][cH:21]3)[cH:14][cH:15]2)[CH2:5][CH2:6][CH2:7]1>>[CH2:2]([CH:3]1[N:4]([C:8](=[O:9])[c:10]2[cH:11][cH:12][c:13](-[c:16]3[cH:17][cH:18][c:19]([C:22]([F:23])([F:24])[F:25])[cH:20][cH:21]3)[cH:14][cH:15]2)[CH2:5][CH2:6][CH2:7]1)[N:29]1[CH:28]([CH2:27][F:26])[CH2:32][CH2:31][CH2:30]1. Starting materials: CN(C=O)C (N,N-dimethylformamide), C(C)(=O)Cl (acetyl chloride), ice water, COC=1C=C2C(=CNC2=CC1Cl)CCNC(C)=O (N-[2-(5-Methoxy-6-chloroindol-3-yl)ethyl]acetamide), [H-].[Na+] (sodium hydride). Solvent: C(C)(=O)O (acetic acid). Run at time 1 hour. Product: C(C)(=O)N1C=C(C2=CC(=C(C=C12)Cl)OC)CCNC(C)=O (N-[2-(1-Acetyl-5-methoxy-6-chloroindol-3-yl)ethyl] -acetamide). Yield: 40.8%. RXN SMILES: CN(C)C=O.[CH3:6][O:7][C:8]1[CH:9]=[C:10]2[C:14](=[CH:15][C:16]=1[Cl:17])[NH:13][CH:12]=[C:11]2[CH2:18][CH2:19][NH:20][C:21](=[O:23])[CH3:22].[H-].[Na+].[C:26](Cl)(=[O:28])[CH3:27]>C(O)(=O)C>[C:26]([N:13]1[C:14]2[C:10](=[CH:9][C:8]([O:7][CH3:6])=[C:16]([Cl:17])[CH:15]=2)[C:11]([CH2:18][CH2:19][NH:20][C:21](=[O:23])[CH3:22])=[CH:12]1)(=[O:28])[CH3:27] |f:2.3|. Reported procedure: To 30 ml. of N,N-dimethylformamide were added 210.7 mg. (0.79 mmole) of N-[2-(5-methoxy-6-chloroindol-3-yl)ethyl]acetamide (prepared as in Example 1) followed by 20.8 mg. of sodium hydride. The resulting mixture was stirred at room temperature for about one hour, and 68.2 mg. (0.06 ml.) of acetyl chloride were added. The mixture was stirred for an additional hour and then was poured into ice water containing a small amount of acetic acid. The resulting mixture was extracted with chloroform, and ... Product: C(C1=CC=CC=C1)C1(CCN(CC1)CC(CCl)O)O (4-benzyl-1-(3-chloro-2-hydroxy-propyl)-piperidin-4-ol). Reaction conditions: time 8 hour. The reactants are O (water), C(C1=CC=CC=C1)C1(CCNCC1)O (4-benzyl-4-hydroxy-piperidine), C(Cl)C1CO1 ((rac)-Epichlorohydrin). Isolated yield 11.4%. Solvent: C(Cl)Cl (CH2Cl2), C(C)OCC (diethylether), C(Cl)Cl (CH2Cl2), C(C)OCC (diethylether). Reported procedure: (rac)-Epichlorohydrin (2.5 ml, 31 mmol) dissolved in diethylether (10 ml) was added at room temperature to a suspension of 4-benzyl-4-hydroxy-piperidine (6.0 g, 31 mmol) in diethylether (40 ml) and CH2Cl2 (40 ml). The mixture was stirred overnight at room temperature, water (50 ml) and CH2Cl2 (50 ml) were added and the organic phase was separated. The water phase was extracted with CH2Cl2, the organic phases were pooled, dried with Na2SO4 and the solvents evaporated. The residue was chromatograp... As a reaction SMILES: [CH2:1]([CH:3]1[O:5][CH2:4]1)[Cl:2].[CH2:6]([C:13]1([OH:19])[CH2:18][CH2:17][NH:16][CH2:15][CH2:14]1)[C:7]1[CH:12]=[CH:11][CH:10]=[CH:9][CH:8]=1.O>C(OCC)C.C(Cl)Cl>[CH2:6]([C:13]1([OH:19])[CH2:18][CH2:17][N:16]([CH2:4][CH:3]([OH:5])[CH2:1][Cl:2])[CH2:15][CH2:14]1)[C:7]1[CH:8]=[CH:9][CH:10]=[CH:11][CH:12]=1. Reactants: CC(=O)O, CO, C[O-], O=CC1CC1, COC(=O)CCl, [Na+], O. Product: COC(=O)C1OC1C1CC1. Reaction SMILES: [CH3:15][C:16](=[O:17])[OH:18].[CH3:19][OH:20].[CH3:1][O-:2].[CH:4]1([CH:7]=[O:8])[CH2:5][CH2:6]1.[Cl:9][CH2:10][C:11](=[O:12])[O:13][CH3:14].[Na+:3].[OH2:21]>>[CH:4]1([CH:7]2[O:8][CH:10]2[C:11](=[O:12])[O:13][CH3:14])[CH2:5][CH2:6]1. Starting materials: COC=1C=C(C=NC1)C1=CCC2CNC1C2 (4-(5-methoxy-3-pyridinyl)-6-azabicyclo[3.2.1]oct-3-ene), C=O (formaldehyde). Solvent: C(=O)O (formic acid). Yields the product CN1C2C(=CCC(C1)C2)C=2C=NC=C(C2)OC (6-Methyl-4-(5-methoxy-3-pyridinyl)-6-azabicyclo[3.2.1]oct-3-ene). Isolated yield 56.0%. As a reaction SMILES: [CH3:1][O:2][C:3]1[CH:4]=[C:5]([C:9]2[CH:15]3[CH2:16][CH:12]([CH2:13][NH:14]3)[CH2:11][CH:10]=2)[CH:6]=[N:7][CH:8]=1.[CH2:17]=O>C(O)=O>[CH3:17][N:14]1[CH2:13][CH:12]2[CH2:16][CH:15]1[C:9]([C:5]1[CH:6]=[N:7][CH:8]=[C:3]([O:2][CH3:1])[CH:4]=1)=[CH:10][CH2:11]2. Reported procedure: A mixture of 4-(5-methoxy-3-pyridinyl)-6-azabicyclo[3.2.1]oct-3-ene (15 mg, 0.07 mmol), aqueous formaldehyde (37%, 0.25 mL) and 90% formic acid (1 mL) was heated at reflux for 1½ h. The mixture was concentrated under reduced pressure, and the remaining volatiles were removed by azeotropic evaporation with methanol (three times). The residue was made basic with dilute aqueous sodium hydroxide and extracted into dichloromethane. The extracts were dried over anhydrous sodium sulfate, filtered and c... Starting materials: [N+](=O)([O-])C=1C=C(C=CC1)B(O)O ((3-Nitrophenyl)boronic acid), IC=1C=C(C=NC1C)NC(C1=CC(=CC=C1)C(F)(F)F)=O (N-(5-iodo-6-methylpyridin-3-yl)-3-(trifluoromethyl)benzamide), C([O-])([O-])=O.[K+].[K+] (potassium carbonate). The reagents and catalysts are C=1C=CC(=CC1)[P](C=2C=CC=CC2)(C=3C=CC=CC3)[Pd]([P](C=4C=CC=CC4)(C=5C=CC=CC5)C=6C=CC=CC6)([P](C=7C=CC=CC7)(C=8C=CC=CC8)C=9C=CC=CC9)[P](C=1C=CC=CC1)(C=1C=CC=CC1)C=1C=CC=CC1 (tetrakis(triphenylphosphine)palladium(0)). The solvent is C1(=CC=CC=C1)C (toluene), C(C)O (ethanol), O (water). Yields the product CC1=C(C=C(C=N1)NC(C1=CC(=CC=C1)C(F)(F)F)=O)C1=CC(=CC=C1)[N+](=O)[O-] (N-[6-methyl-5-(3-nitrophenyl)pyridin-3-yl]-3-(trifluoromethyl)benzamide). Yield: 74.7%. Reaction SMILES: [N+:1]([C:4]1[CH:5]=[C:6](B(O)O)[CH:7]=[CH:8][CH:9]=1)([O-:3])=[O:2].I[C:14]1[CH:15]=[C:16]([NH:21][C:22](=[O:33])[C:23]2[CH:28]=[CH:27][CH:26]=[C:25]([C:29]([F:32])([F:31])[F:30])[CH:24]=2)[CH:17]=[N:18][C:19]=1[CH3:20].C(=O)([O-])[O-].[K+].[K+]>C1(C)C=CC=CC=1.C(O)C.O.C1C=CC([P]([Pd]([P](C2C=CC=CC=2)(C2C=CC=CC=2)C2C=CC=CC=2)([P](C2C=CC=CC=2)(C2C=CC=CC=2)C2C=CC=CC=2)[P](C2C=CC=CC=2)(C2C=CC=CC=2)C2C=CC=CC=2)(C2C=CC=CC=2)C2C=CC=CC=2)=CC=1>[CH3:20][C:19]1[N:18]=[CH:17][C:16]([NH:21][C:22](=[O:33])[C:23]2[CH:28]=[CH:27][CH:26]=[C:25]([C:29]([F:32])([F:30])[F:31])[CH:24]=2)=[CH:15][C:14]=1[C:6]1[CH:7]=[CH:8][CH:9]=[C:4]([N+:1]([O-:3])=[O:2])[CH:5]=1 |f:2.3.4,^1:54,56,75,94|. Procedure details: (3-Nitrophenyl)boronic acid (0.086 g, 0.52 mmol) was mixed with N-(5-iodo-6-methylpyridin-3-yl)-3-(trifluoromethyl)benzamide (0.21 g, 0.52 mmol) and potassium carbonate (0.13 g, 0.91 mmol) in toluene (3.8 mL), ethanol (0.56 mL) and water (0.5 mL) and the solution was degassed. Into the reaction was added tetrakis(triphenylphosphine)palladium(0) (0.025 g, 0.022 mmol) and was refluxed for 18 hours. The reaction was extracted with EtOAc and the organic extracts were washed with water, saturated NaC... The reactants are C(C)(=O)OC=1C=C(C=C2N3CC4NC4C(C(C12)COC(N)=O)(O3)OC(C)=O)C(=O)OC (methyl 6,9-diacetoxy-8-carbamoyloxymethyl-14-oxa-1,11-diazatetracyclo[7.4.1.02,7.010,12 ]tetradeca-2,4,6-triene-4-carboxylate), C(C)(=O)OC(C)=O (acetic anhydride). The solvent is N1=CC=CC=C1 (pyridine). Reaction conditions: time 5 hour. Product: C(C)(=O)OC=1C=C(C=C2N3CC4N(C4C(C(C12)COC(N)=O)(O3)OC(C)=O)C(C)=O)C(=O)OC (methyl 6,9-diacetoxy-11-acetyl-8-carbamoyloxymethyl-14-oxa-1,11-diazatetracyclo[7.4.1.02,7.010,12 ]tetradeca-2,4,6-triene-4-carboxylate). As a reaction SMILES: [C:1]([O:4][C:5]1[CH:6]=[C:7]([C:28]([O:30][CH3:31])=[O:29])[CH:8]=[C:9]2[C:17]=1[CH:16]([CH2:18][O:19][C:20](=[O:22])[NH2:21])[C:15]1([O:24][C:25](=[O:27])[CH3:26])[O:23][N:10]2[CH2:11][CH:12]2[CH:14]1[NH:13]2)(=[O:3])[CH3:2].[C:32](OC(=O)C)(=[O:34])[CH3:33]>N1C=CC=CC=1>[C:1]([O:4][C:5]1[CH:6]=[C:7]([C:28]([O:30][CH3:31])=[O:29])[CH:8]=[C:9]2[C:17]=1[CH:16]([CH2:18][O:19][C:20](=[O:22])[NH2:21])[C:15]1([O:24][C:25](=[O:27])[CH3:26])[O:23][N:10]2[CH2:11][CH:12]2[CH:14]1[N:13]2[C:32](=[O:34])[CH3:33])(=[O:3])[CH3:2]. Procedure details: To a solution of methyl 6,9-diacetoxy-8-carbamoyloxymethyl-14-oxa-1,11-diazatetracyclo[7.4.1.02,7.010,12 ]tetradeca-2,4,6-triene-4-carboxylate (5 mg) in pyridine (1.0 ml) was added acetic anhydride (0.5 ml), and the solution was stirred for 5 hours at room temperature. The reaction mixture was evaporated to dryness in vacuo and the residue was subjected to preparative thin layer chromatography, which was developed with a mixture of chloroform and methanol (30:1 v/v) to afford methyl 6,9-diacetox... Starting materials: ClC1=C2C(=NC=N1)NN=C2 (4-chloropyrazolo[3,4-d]pyrimidine), C(C)O (ethanol), O.NN (hydrazine hydrate), C(C)O (ethanol). Yields the product N(N)C1=C2C(=NC=N1)N(N=C2)C (4-Hydrazino-1-methylpyrazolo[3,4-d]pyrimidine). As a reaction SMILES: Cl[C:2]1[N:7]=[CH:6][N:5]=[C:4]2[NH:8][N:9]=[CH:10][C:3]=12.O.[NH2:12][NH2:13].[CH2:14](O)C>>[NH:12]([C:2]1[N:7]=[CH:6][N:5]=[C:4]2[N:8]([CH3:14])[N:9]=[CH:10][C:3]=12)[NH2:13] |f:1.2|. Reported procedure: 50 g. of 4-chloropyrazolo[3,4-d]pyrimidine are dissolved in 700 ml. of absolute ethanol and 25 g. of hydrazine hydrate in 100 ml. of ethanol are slowly added dropwise with stirring. This is stirred for 13 hours at room temperature and the product formed is then filtered under suction, water is added and the product, 4-hydrazino-1-methylpyrazolo[3,4-d]pyrimidine, is crystallized from dimethylformamide as yellowish crystals, m.p. 231°.